This data is from the Open Reaction Database (ORD), a public repository of structured organic reaction records. The task is: describe an organic reaction: reactants, conditions, products, and yield Reactants: OC1=CC=2C(=C3C(=NC2C=C1)CCNCC3)C (9-hydroxy-1,2,4,5-tetrahydro-11-methyl-3H-azepino[4,5-b]quinoline), ClC(=O)OCC (ethyl chloroformate), C(C)OC(=O)N1CCC2=NC=3C=CC(=CC3C(=C2CC1)C)OC(=O)OCC (9-(ethoxy-carbonyloxy)-1,2,4,5-tetrahydro-11-methyl-3-azepino[4,5-b]quinoline-carboxylic acid ethyl ester), [OH-].[K+] (potassium hydroxide). Yields the product Cl.C(C)OC(=O)N1CCC2=NC=3C=CC(=CC3C(=C2CC1)C)O (9-Hydroxy-1,2,4,5-tetrahydro-11-methyl-3-azepino[4,5-b]quinoline-carboxylic acid ethyl ester hydrochloride). Yield: 16.0%. Reaction SMILES: OC1C=CC2N=C3CCNCCC3=C(C)C=2C=1.[Cl:18]C(OCC)=O.[CH2:24]([O:26][C:27]([N:29]1[CH2:43][CH2:42][C:41]2[C:32](=[N:33][C:34]3[CH:35]=[CH:36][C:37]([O:45]C(OCC)=O)=[CH:38][C:39]=3[C:40]=2[CH3:44])[CH2:31][CH2:30]1)=[O:28])[CH3:25].[OH-].[K+]>>[ClH:18].[CH2:24]([O:26][C:27]([N:29]1[CH2:43][CH2:42][C:41]2[C:32](=[N:33][C:34]3[CH:35]=[CH:36][C:37]([OH:45])=[CH:38][C:39]=3[C:40]=2[CH3:44])[CH2:31][CH2:30]1)=[O:28])[CH3:25] |f:3.4,5.6|. Procedure details: 9-Hydroxy-1,2,4,5-tetrahydro-11-methyl-3-azepino[4,5-b]quinoline-carboxylic acid ethyl ester hydrochloride was prepared from 9-hydroxy-1,2,4,5-tetrahydro-11-methyl-3H-azepino[4,5-b]quinoline and ethyl chloroformate analogous to Example 63, followed by hydrolysis of the intermediate 9-(ethoxy-carbonyloxy)-1,2,4,5-tetrahydro-11-methyl-3-azepino[4,5-b]quinoline-carboxylic acid ethyl ester with dilute potassium hydroxide at 30° C. The solvent is CCCCCC.CCOC(=O)C (n-hexane EtOAc). Procedure details: The title compound was prepared in analogy to compound 284, intermediate, from (4-iodo-pyridin-3-yl)-methyl-amine (example 98, intermediate) and 2,6-difluoro-3-methoxyphenylboronic acid and using a gradient of n-hexane:EtOAc (70:30 to 60:40) for the chromatographic purification. Brown solid (75%). MS (ESI): m/z=251.2 [M+H]+. Reactants: compound 284, COC1=CC=CC(=N1)C1=C(C=NC=C1)N(C(C1=CC(=CC(=C1)C(F)(F)F)C(F)(F)F)=O)C (N-(6-Methoxy-[2,4]bipyridinyl-3′-yl)-N-methyl-3,5-bis-trifluoromethyl-benzamide), FC1=C(C(=CC=C1OC)F)B(O)O (2,6-difluoro-3-methoxyphenylboronic acid). RXN SMILES: COC1N=C([C:9]2[CH:14]=[CH:13][N:12]=[CH:11][C:10]=2[N:15](C)[C:16](=O)C2C=C(C(F)(F)F)C=C(C(F)(F)F)C=2)C=CC=1.[F:33][C:34]1[C:39]([O:40][CH3:41])=[CH:38][CH:37]=[C:36]([F:42])[C:35]=1B(O)O>CCCCCC.CCOC(C)=O>[F:33][C:34]1[C:39]([O:40][CH3:41])=[CH:38][CH:37]=[C:36]([F:42])[C:35]=1[C:9]1[CH:14]=[CH:13][N:12]=[CH:11][C:10]=1[NH:15][CH3:16] |f:2.3|. Yields the product FC1=C(C(=CC=C1OC)F)C1=C(C=NC=C1)NC ([4-(2,6-Difluoro-3-methoxy-phenyl)-pyridin-3-yl]-methyl-amine). Procedure details: Ethyl 5-[2-nitro-4-(4,4,5,5-tetramethyl-1,3,2-dioxaborolan-2-yl)phenyl][(S)-tetrahydrofuran-3-yl]-1H-pyrazole-4-carboxylate obtained in Preparation Example 7-(2) (200 mg) was dissolved in a mixed solution of 1,4-dioxane (4 mL) and water (1 mL). 3-bromo-6-ethoxy-2,4-dimethylpyridine obtained in Preparation Example 51 (121 mg), Pd(PPh3)4 (25 mg) and cesium carbonate (428 mg) were added, and the mixture was reacted using a microwave reactor at 130° C. for three hours. The reaction mixture was retur... The reactants are [N+](=O)([O-])C1=C(C=CC(=C1)B1OC(C(O1)(C)C)(C)C)C1=C(C=NN1[C@@H]1COCC1)C(=O)OCC (Ethyl 5-[2-nitro-4-(4,4,5,5-tetramethyl-1,3,2-dioxaborolan-2-yl)phenyl][(S)-tetrahydrofuran-3-yl]-1H-pyrazole-4-carboxylate), C([O-])([O-])=O.[Cs+].[Cs+] (cesium carbonate), BrC=1C(=NC(=CC1C)OCC)C (3-bromo-6-ethoxy-2,4-dimethylpyridine), Example 51. The reagents and catalysts are C=1C=CC(=CC1)[P](C=2C=CC=CC2)(C=3C=CC=CC3)[Pd]([P](C=4C=CC=CC4)(C=5C=CC=CC5)C=6C=CC=CC6)([P](C=7C=CC=CC7)(C=8C=CC=CC8)C=9C=CC=CC9)[P](C=1C=CC=CC1)(C=1C=CC=CC1)C=1C=CC=CC1 (Pd(PPh3)4). The product is C(C)OC1=CC(=C(C(=N1)C)C1=CC(=C(C=C1)C1=C(C=NN1[C@@H]1COCC1)C(=O)OCC)[N+](=O)[O-])C (ethyl 5-[4-(6-ethoxy-2,4-dimethylpyridin-3-yl)-2-nitrophenyl]-1-[(S)-tetrahydrofuran-3-yl]-1H-pyrazole-4-carboxylate). As a reaction SMILES: [N+:1]([C:4]1[CH:9]=[C:8](B2OC(C)(C)C(C)(C)O2)[CH:7]=[CH:6][C:5]=1[C:19]1[N:23]([C@H:24]2[CH2:28][CH2:27][O:26][CH2:25]2)[N:22]=[CH:21][C:20]=1[C:29]([O:31][CH2:32][CH3:33])=[O:30])([O-:3])=[O:2].Br[C:35]1[C:36]([CH3:45])=[N:37][C:38]([O:42][CH2:43][CH3:44])=[CH:39][C:40]=1[CH3:41].C(=O)([O-])[O-].[Cs+].[Cs+]>O1CCOCC1.O.C1C=CC([P]([Pd]([P](C2C=CC=CC=2)(C2C=CC=CC=2)C2C=CC=CC=2)([P](C2C=CC=CC=2)(C2C=CC=CC=2)C2C=CC=CC=2)[P](C2C=CC=CC=2)(C2C=CC=CC=2)C2C=CC=CC=2)(C2C=CC=CC=2)C2C=CC=CC=2)=CC=1>[CH2:43]([O:42][C:38]1[N:37]=[C:36]([CH3:45])[C:35]([C:8]2[CH:7]=[CH:6][C:5]([C:19]3[N:23]([C@H:24]4[CH2:28][CH2:27][O:26][CH2:25]4)[N:22]=[CH:21][C:20]=3[C:29]([O:31][CH2:32][CH3:33])=[O:30])=[C:4]([N+:1]([O-:3])=[O:2])[CH:9]=2)=[C:40]([CH3:41])[CH:39]=1)[CH3:44] |f:2.3.4,^1:62,64,83,102|. The solvent is O1CCOCC1 (1,4-dioxane), O (water). Starting materials: [Br-], CC[Mg+], C1CCOC1, CON(C)C(=O)c1nn(-c2cccc(C(F)(F)F)c2)ccc1=O. Product: CCC(=O)c1nn(-c2cccc(C(F)(F)F)c2)ccc1=O. As a reaction SMILES: [Br-:24].[CH2:25]([CH3:26])[Mg+:27].[CH2:28]1[O:29][CH2:30][CH2:31][CH2:32]1.[CH3:1][O:2][N:3]([C:4](=[O:5])[c:6]1[n:7][n:8](-[c:13]2[cH:14][c:15]([C:19]([F:20])([F:21])[F:22])[cH:16][cH:17][cH:18]2)[cH:9][cH:10][c:11]1=[O:12])[CH3:23]>>[C:4](=[O:5])([c:6]1[n:7][n:8](-[c:13]2[cH:14][c:15]([C:19]([F:20])([F:21])[F:22])[cH:16][cH:17][cH:18]2)[cH:9][cH:10][c:11]1=[O:12])[CH2:25][CH3:26].